This data is from the Open Reaction Database (ORD), a public repository of structured organic reaction records. The task is: describe an organic reaction: reactants, conditions, products, and yield The reactants are N1=CC=CC2=CC=C(C=C12)CO (7-quinolinemethanol). The reagents and catalysts are [O-2].[Mn+4].[O-2] (manganese(IV)oxide). Solvent: ClCCl (dichloromethane). Reaction conditions: time 24 hour. Yields the product N1=CC=CC2=CC=C(C=C12)C=O (7-quinolinecarboxaldehyde). The yield is 94.2%. As a reaction SMILES: [N:1]1[C:10]2[C:5](=[CH:6][CH:7]=[C:8]([CH2:11][OH:12])[CH:9]=2)[CH:4]=[CH:3][CH:2]=1>[O-2].[Mn+4].[O-2].ClCCl>[N:1]1[C:10]2[C:5](=[CH:6][CH:7]=[C:8]([CH:11]=[O:12])[CH:9]=2)[CH:4]=[CH:3][CH:2]=1 |f:1.2.3|. Procedure details: A mixture of 8.6 parts of 7-quinolinemethanol, 20 parts of manganese(IV)oxide and 130 parts of dichloromethane was stirred for 24 hours at room temperature. The reaction mixture was filtered over diatomaceous earth and the filtrate was evaporated. The residue was purified by column chromatography (silica gel; CH2Cl2 /CH3OH 98:2). The eluent of the desired fraction was evaporated, yielding 8 parts (94.2%) of 7-quinolinecarboxaldehyde; mp. 56° C. (interm. 1). The reactants are aqueous solution, [C@@H]([C@H](C(=O)[O-])O)(C(=O)[O-])O.[Na+].[K+] (Rochelle's salt), C[Al](C)C (Me3Al), C(C)(C)(C)OC(=O)N1C[C@H](CCC1)N ((S)-3-Amino-piperidine-1-carboxylic acid tert-butyl ester), COC1=CC=C(C=C1)C1=CC(=C(S1)NC(=O)NC(C(Cl)(Cl)Cl)=O)C(=O)OC (methyl 5-(4-methoxyphenyl)-2-({[(trichloroacetyl)amino]carbonyl}amino)thiophene-3-carboxylate), Me2Al 3-Boc-(S)-3-aminopiperidine. Conditions: time 8 hour. Reaction SMILES: [CH3:1][O:2][C:3]1[CH:8]=[CH:7][C:6]([C:9]2[S:13][C:12]([NH:14][C:15]([NH:17]C(=O)C(Cl)(Cl)Cl)=[O:16])=[C:11]([C:24]([O:26]C)=O)[CH:10]=2)=[CH:5][CH:4]=1.C[Al](C)C.[C:32]([O:36][C:37]([N:39]1[CH2:44][CH2:43][CH2:42][C@H:41]([NH2:45])[CH2:40]1)=[O:38])([CH3:35])([CH3:34])[CH3:33].[C@H](O)(C([O-])=O)[C@@H](O)C([O-])=O.[Na+].[K+]>C1COCC1.CCOC(C)=O.O>[NH2:17][C:15]([NH:14][C:12]1[S:13][C:9]([C:6]2[CH:5]=[CH:4][C:3]([O:2][CH3:1])=[CH:8][CH:7]=2)=[CH:10][C:11]=1[C:24]([NH:45][C@H:41]1[CH2:42][CH2:43][CH2:44][N:39]([C:37]([O:36][C:32]([CH3:35])([CH3:34])[CH3:33])=[O:38])[CH2:40]1)=[O:26])=[O:16] |f:3.4.5|. Yield: 67.0%. The solvent is CCOC(=O)C (EtOAc), O (H2O), C1CCOC1 (THF), C1CCOC1 (THF), C1CCOC1 (THF). Product: NC(=O)NC=1SC(=CC1C(=O)N[C@@H]1CN(CCC1)C(=O)OC(C)(C)C)C1=CC=C(C=C1)OC (tert-Butyl(3S)-3-({[2-[(aminocarbonyl)amino]-5-(4-methoxyphenyl)-3-thienyl]carbonyl}amino)piperidine-1-carboxylate). Procedure details: To a solution of methyl 5-(4-methoxyphenyl)-2-({[(trichloroacetyl)amino]carbonyl}amino)thiophene-3-carboxylate (1.0 g, 2.2 mmol) in dry THF (20 mL) was added a solution of [Me2Al-3-Boc-(S)-3-aminopiperidine] in THF (which was preformed by the addition of Me3Al (2.0 M in hexanes, 2.2 nL, 4.4 mmol) to a solution of (S)-3-Amino-piperidine-1-carboxylic acid tert-butyl ester (0.89 g, 4.4 mmol) in 10 mL THF at −78° C. followed by warming to room temperature for an additional 15 min). The resulting ora... Starting materials: C(CO)O (ethylene glycol), P(=O)([O-])([O-])[O-].[K+].[K+].[K+] (potassium phosphate), CNCCO (2-methylaminoethanol), C(C)OC(=O)N1[C@@H](C[C@@H](C2=NC(=CC=C12)OC)NC1=NC=C(C(=N1)CC1=CC(=CC(=C1)C(F)(F)F)C(F)(F)F)I)CC ((2R*,4S*)-4-{[3,5-Bis(trifluoromethyl)benzyl]-(5-iodopyrimidin-2-yl)}amino-2-ethyl-6-methoxy-3,4-dihydro-2H-[1,5]naphthyridine-1-carboxylic acid ethyl ester), C(C)(C)O (isopropanol). The reagents and catalysts are [Cu](I)I (copper iodide). Reaction conditions: temperature 80 celsius, time 20 hour. Yields the product C(C)OC(=O)N1[C@@H](C[C@@H](C2=NC(=CC=C12)OC)NC1=NC(=C(C(=N1)N)CC(O)C)CC1=CC(=CC(=C1)C(F)(F)F)C(F)(F)F)CC ((2R*,4S*)-4-([3,5-bis(trifluoromethyl)benzyl]-{5-[methyl-(2-hydroxyethyl)]-aminopyrimidin-2-yl})amino-2-ethyl-6-methoxy-3,4-dihydro-2H-[1,5]naphthyridine-1-carboxylic acid ethyl ester). RXN SMILES: [CH2:1]([O:3][C:4]([N:6]1[C:15]2[C:10](=[N:11][C:12]([O:16][CH3:17])=[CH:13][CH:14]=2)[C@@H:9]([NH:18][C:19]2[N:24]=[C:23]([CH2:25][C:26]3[CH:31]=[C:30]([C:32]([F:35])([F:34])[F:33])[CH:29]=[C:28]([C:36]([F:39])([F:38])[F:37])[CH:27]=3)[C:22](I)=[CH:21][N:20]=2)[CH2:8][C@H:7]1[CH2:41][CH3:42])=[O:5])[CH3:2].C(O)CO.P([O-])([O-])([O-])=O.[K+].[K+].[K+].C[NH:56]CCO.[CH:60]([OH:63])([CH3:62])[CH3:61]>[Cu](I)I>[CH2:1]([O:3][C:4]([N:6]1[C:15]2[C:10](=[N:11][C:12]([O:16][CH3:17])=[CH:13][CH:14]=2)[C@@H:9]([NH:18][C:19]2[N:20]=[C:21]([NH2:56])[C:22]([CH2:61][CH:60]([CH3:62])[OH:63])=[C:23]([CH2:25][C:26]3[CH:31]=[C:30]([C:32]([F:35])([F:34])[F:33])[CH:29]=[C:28]([C:36]([F:39])([F:38])[F:37])[CH:27]=3)[N:24]=2)[CH2:8][C@H:7]1[CH2:41][CH3:42])=[O:5])[CH3:2] |f:2.3.4.5|. Reported procedure: (2R*,4S*)-4-{[3,5-Bis(trifluoromethyl)benzyl]-(5-iodopyrimidin-2-yl)}amino-2-ethyl-6-methoxy-3,4-dihydro-2H-[1,5]naphthyridine-1-carboxylic acid ethyl ester (200 mg) is dissolved in isopropanol (1 ml), then thereto are added copper iodide (2.7 mg), ethylene glycol (31 μl), potassium phosphate (119 mg) and 2-methylaminoethanol (20 μl), and the mixture is heated to 80° C. under nitrogen flow, and stirred for 20 hours. After adding distilled water, the mixture is extracted with ether. The organic l... Reactants: ClC=1C(NN=CC1OC1=CC=CC=C1)=O (4-chloro-5-phenoxy-2H-pyridazin-3-one), [OH-].[Na+] (sodium hydroxide), [H][H] (hydrogen). The reagents and catalysts are [Pd] (palladium on carbon). The solvent is C(Cl)Cl (methylene chloride), O (water), O (water). Conditions: time 24 hour. The product is O(C1=CC=CC=C1)C1=CC(NN=C1)=O (5-phenoxy-2H-pyridazin-3-one). The yield is 96.9%. Reaction SMILES: Cl[C:2]1[C:3](=[O:15])[NH:4][N:5]=[CH:6][C:7]=1[O:8][C:9]1[CH:14]=[CH:13][CH:12]=[CH:11][CH:10]=1.[OH-].[Na+].[H][H]>[Pd].C(Cl)Cl.O>[O:8]([C:7]1[CH:6]=[N:5][NH:4][C:3](=[O:15])[CH:2]=1)[C:9]1[CH:14]=[CH:13][CH:12]=[CH:11][CH:10]=1 |f:1.2|. Procedure: A pressure vial containing a mixture of 4-chloro-5-phenoxy-2H-pyridazin-3-one (1.76 g, 7.90 mmol), water (29.6 mL), and a 2N aqueous sodium hydroxide solution (4.26 mL) was treated with 10% palladium on carbon (174 mg, 10% weight of 4-chloro-5-phenoxy-2H-pyridazin-3-one). The reaction was then pressurized with hydrogen (50 psi), where it shook for 24 h. The resulting reaction mixture was diluted with methylene chloride (100 mL) and water (100 mL), filtered through a pad of diatomaceous earth, an... Starting materials: CC(C)(C)[Si](C)(C)Oc1cccc(CNc2nnnn2-c2cccc(Cl)c2Cl)c1, CCCC[N+](CCCC)(CCCC)CCCC, [F-], C1CCOC1. Yields the product Oc1cccc(CNc2nnnn2-c2cccc(Cl)c2Cl)c1. RXN SMILES: [C:1]([Si:2]([CH3:3])([CH3:4])[O:6][c:7]1[cH:8][c:9]([CH2:10][NH:11][c:12]2[n:13][n:14][n:15][n:16]2-[c:17]2[c:18]([Cl:24])[c:19]([Cl:23])[cH:20][cH:21][cH:22]2)[cH:25][cH:26][cH:27]1)([CH3:5])([CH3:28])[CH3:29].[CH3:31][CH2:32][CH2:33][CH2:34][N+:35]([CH2:36][CH2:37][CH2:38][CH3:39])([CH2:40][CH2:41][CH2:42][CH3:43])[CH2:44][CH2:45][CH2:46][CH3:47].[F-:30].[O:48]1[CH2:49][CH2:50][CH2:51][CH2:52]1>>[OH:6][c:7]1[cH:8][c:9]([CH2:10][NH:11][c:12]2[n:13][n:14][n:15][n:16]2-[c:17]2[c:18]([Cl:24])[c:19]([Cl:23])[cH:20][cH:21][cH:22]2)[cH:25][cH:26][cH:27]1. As a reaction SMILES: [C:1]([CH3:2])(=[O:3])[NH:4][CH:5]([C:6](=[O:7])[O:8][CH2:9][CH3:10])[C:11](=[O:12])[O:13][CH2:14][CH3:15].[CH2:41]([N+:42]([CH2:43][CH2:44][CH2:45][CH3:46])([CH2:47][CH2:48][CH2:49][CH3:50])[CH2:51][CH2:52][CH2:53][CH3:54])[CH2:55][CH2:56][CH3:57].[CH3:35][N:36]([CH3:37])[CH:38]=[O:39].[F:18][c:19]1[cH:20][cH:21][c:22]([C:25]([c:26]2[cH:27][cH:28][c:29]([F:32])[cH:30][cH:31]2)([Cl:33])[Cl:34])[cH:23][cH:24]1.[H-:16].[I-:40].[Na+:17]>>[C:1]([CH3:2])(=[O:3])[NH:4][C:5]([C:6](=[O:7])[O:8][CH2:9][CH3:10])([C:11](=[O:12])[O:13][CH2:14][CH3:15])[CH:25]([c:22]1[cH:21][cH:20][c:19]([F:18])[cH:24][cH:23]1)[c:26]1[cH:27][cH:28][c:29]([F:32])[cH:30][cH:31]1. Product: CCOC(=O)C(NC(C)=O)(C(=O)OCC)C(c1ccc(F)cc1)c1ccc(F)cc1. Reactants: CCOC(=O)C(NC(C)=O)C(=O)OCC, CCCC[N+](CCCC)(CCCC)CCCC, CN(C)C=O, Fc1ccc(C(Cl)(Cl)c2ccc(F)cc2)cc1, [H-], [I-], [Na+]. Reaction SMILES: C(OC(=O)[NH:10][CH:11]1[CH2:14][CH2:13][CH:12]1[N:15]1[CH2:19][CH2:18][CH2:17][CH2:16]1)C1C=CC=CC=1.[ClH:21].O1CCOCC1>CO.[Pd]>[ClH:21].[N:15]1([CH:12]2[CH2:13][CH2:14][CH:11]2[NH2:10])[CH2:19][CH2:18][CH2:17][CH2:16]1 |f:5.6|. Reagents/catalysts: [Pd] (palladium on charcoal). Reported procedure: (2-Pyrrolidin-1-yl-cyclobutyl)-carbamic acid benzyl ester (intermediate AA, 475 mg, 1.7 mmol) was dissolved in 25 mL methanol and 4N HCl in dioxane (870 mL, 3.4 mmol) and palladium on charcoal (10%, 184 mg, 0.17 mmol) were added. The reaction mixture was hydrogenated at room temperature with a H2-balloon over night. The palladium on charcoal was filtered off and the solvent was evaporated. The crude product was used without any further purification, light yellow semisolid (525 mg, 99%). The 2 di... Run in CO (methanol). Yields the product Cl.N1(CCCC1)C1C(CC1)N (2-Pyrrolidin-1-yl-cyclobutylamine hydrochloride). The reactants are Cl (HCl), O1CCOCC1 (dioxane), C(C1=CC=CC=C1)OC(NC1C(CC1)N1CCCC1)=O ((2-Pyrrolidin-1-yl-cyclobutyl)-carbamic acid benzyl ester). Starting materials: C1CCNCC1, COc1ccc(-c2cccc3c2CC(=O)N3)cc1, CCO, Cc1[nH]c(C=O)c(C)c1C(=O)NCCN1CCCC1. Product: COc1ccc(-c2cccc3c2C(=Cc2[nH]c(C)c(C(=O)NCCN4CCCC4)c2C)C(=O)N3)cc1. Reaction SMILES: [CH2:38]1[CH2:39][CH2:40][NH:41][CH2:42][CH2:43]1.[CH3:1][O:2][c:3]1[cH:4][cH:5][c:6](-[c:9]2[c:10]3[c:14]([cH:15][cH:16][cH:17]2)[NH:13][C:12](=[O:18])[CH2:11]3)[cH:7][cH:8]1.[CH3:44][CH2:45][OH:46].[N:19]1([CH2:24][CH2:25][NH:26][C:27](=[O:28])[c:29]2[c:30]([CH3:37])[nH:31][c:32]([CH:35]=[O:36])[c:33]2[CH3:34])[CH2:20][CH2:21][CH2:22][CH2:23]1>>[CH3:1][O:2][c:3]1[cH:4][cH:5][c:6](-[c:9]2[c:10]3[c:14]([cH:15][cH:16][cH:17]2)[NH:13][C:12](=[O:18])[C:11]3=[CH:35][c:32]2[nH:31][c:30]([CH3:37])[c:29]([C:27]([NH:26][CH2:25][CH2:24][N:19]3[CH2:20][CH2:21][CH2:22][CH2:23]3)=[O:28])[c:33]2[CH3:34])[cH:7][cH:8]1. The reactants are CCCCC.C(C)(C)(C)[Li] (t-butyl lithium pentane), COCOC1=CC=C(C=C1)CC (4-ethylphenol methoxymethyl ether), C(C)OCC (diethyl ether), C(#N)C1=NC=CC=C1O[Si](C)(C)C (2-cyano-3-trimethylsilyloxypyridine). Conditions: time 1 hour. Product: C(C)C=1C=CC(=C(C(=O)C2=NC=CC=C2O)C1)O (2-(5-ethyl-2-hydroxybenzoyl)-3-hydroxypyridine). RXN SMILES: COC[O:4][C:5]1[CH:10]=[CH:9][C:8]([CH2:11][CH3:12])=[CH:7][CH:6]=1.CCCCC.C([Li])(C)(C)C.[C:23]([C:25]1[C:30]([O:31][Si](C)(C)C)=[CH:29][CH:28]=[CH:27][N:26]=1)#N.C([O:38]CC)C>>[CH2:11]([C:8]1[CH:9]=[CH:10][C:5]([OH:4])=[C:6]([CH:7]=1)[C:23]([C:25]1[C:30]([OH:31])=[CH:29][CH:28]=[CH:27][N:26]=1)=[O:38])[CH3:12] |f:1.2|. Procedure: To a solution of 4-ethylphenol methoxymethyl ether (4.64 g) in diethyl ether (120 ml) was added dropwise, under argon atmosphere at -78° C., a 1.7M t-butyl lithium pentane solution (18 ml). The mixture was stirred for one hour, to which was then added dropwise 2-cyano-3-trimethylsilyloxypyridine (4.91 g), followed by removing the cooling bath. The reaction mixture was stirred for 3 hours while warming up to room temperature. To the reaction mixture was added methanol (10 ml) to quench the reacti... The reactants are CC(C)(C)OC(=O)NC(Cc1ccc(I)c(Br)c1)c1ncc(-c2ccccc2)[nH]1, ClCCl, C[Si](C)(C)CCOCCl, CCN(C(C)C)C(C)C, O. Yields the product CC(C)(C)OC(=O)NC(Cc1ccc(I)c(Br)c1)c1ncc(-c2ccccc2)n1COCC[Si](C)(C)C. RXN SMILES: [Br:1][c:2]1[cH:3][c:4]([CH2:9][CH:10]([c:11]2[nH:12][c:13](-[c:16]3[cH:17][cH:18][cH:19][cH:20][cH:21]3)[cH:14][n:15]2)[NH:22][C:23]([O:24][C:25]([CH3:26])([CH3:27])[CH3:28])=[O:29])[cH:5][cH:6][c:7]1[I:8].[CH2:48]([Cl:49])[Cl:50].[CH3:30][Si:31]([CH2:32][CH2:33][O:34][CH2:35][Cl:36])([CH3:37])[CH3:38].[CH:39]([N:40]([CH2:41][CH3:42])[CH:43]([CH3:44])[CH3:45])([CH3:46])[CH3:47].[OH2:51]>>[Br:1][c:2]1[cH:3][c:4]([CH2:9][CH:10]([c:11]2[n:12]([CH2:35][O:34][CH2:33][CH2:32][Si:31]([CH3:30])([CH3:37])[CH3:38])[c:13](-[c:16]3[cH:17][cH:18][cH:19][cH:20][cH:21]3)[cH:14][n:15]2)[NH:22][C:23]([O:24][C:25]([CH3:26])([CH3:27])[CH3:28])=[O:29])[cH:5][cH:6][c:7]1[I:8].